Task: describe an organic reaction: reactants, conditions, products, and yield. Dataset: the Open Reaction Database (ORD), a public repository of structured organic reaction records Reactants: CCOC(=O)CP(=O)(OCC)OCC, Cn1ncc(C=O)c1-c1cccnc1, CN(C)C=O, [H-], [Na+], O. Yields the product CCOC(=O)C=Cc1cnn(C)c1-c1cccnc1. RXN SMILES: [CH2:17]([O:18][P:19]([O:20][CH2:21][CH3:22])(=[O:23])[CH2:25][C:26](=[O:27])[O:28][CH2:29][CH3:30])[CH3:24].[CH3:1][n:2]1[n:3][cH:4][c:5]([CH:13]=[O:14])[c:6]1-[c:7]1[cH:8][n:9][cH:10][cH:11][cH:12]1.[CH3:31][N:32]([CH3:33])[CH:34]=[O:35].[H-:15].[Na+:16].[OH2:36]>>[CH3:1][n:2]1[n:3][cH:4][c:5]([CH:13]=[CH:25][C:26](=[O:27])[O:28][CH2:29][CH3:30])[c:6]1-[c:7]1[cH:8][n:9][cH:10][cH:11][cH:12]1. Reactants: O (water), FC=1C=C2C3=C(N(C2=CC1)C)C(N(C=C3C(=O)O)C3=NC=CC=C3)=O (6-fluoro-9-methyl-1-oxo-2-(pyridin-2-yl)-2,9-dihydro-1H-pyrido[3,4-b]indole-4-carboxylic acid), N,N'-carbonyldiimidazole, CNC (dimethylamine). Solvent: CN(C=O)C (N,N-dimethylformamide). Conditions: time 48 hour. Product: FC=1C=C2C3=C(N(C2=CC1)C)C(N(C=C3C(=O)N(C)C)C3=NC=CC=C3)=O (6-Fluoro-N,N,9-trimethyl-1-oxo-2-(pyridin-2-yl)-2,9-dihydro-1H-pyrido[3,4-b]indole-4-carboxamide). As a reaction SMILES: [F:1][C:2]1[CH:3]=[C:4]2[C:8](=[CH:9][CH:10]=1)[N:7]([CH3:11])[C:6]1[C:12](=[O:25])[N:13]([C:19]3[CH:24]=[CH:23][CH:22]=[CH:21][N:20]=3)[CH:14]=[C:15]([C:16]([OH:18])=O)[C:5]2=1.[CH3:26][NH:27][CH3:28].O>CN(C)C=O>[F:1][C:2]1[CH:3]=[C:4]2[C:8](=[CH:9][CH:10]=1)[N:7]([CH3:11])[C:6]1[C:12](=[O:25])[N:13]([C:19]3[CH:24]=[CH:23][CH:22]=[CH:21][N:20]=3)[CH:14]=[C:15]([C:16]([N:27]([CH3:28])[CH3:26])=[O:18])[C:5]2=1. Reported procedure: A solution of 2.5 g (7.4 mmol) of 6-fluoro-9-methyl-1-oxo-2-(pyridin-2-yl)-2,9-dihydro-1H-pyrido[3,4-b]indole-4-carboxylic acid and of 2.4 g (14.8 mmol) of N,N'-carbonyldiimidazole in 65 ml of N,N-dimethylformamide is stirred for 4 h. The reaction mixture is cooled and a large excess of liquefied dimethylamine is added. The mixture is stirred for 48 h at room temperature, poured into water and extracted with ethyl acetate. The organic phase is washed with water and dried over magnesium sulphate,... Reactants: C(C)OC(=O)C=1C(=NC2=CC(=C(C=C2C1)F)F)N(CCC(=O)OCC)C (3-ethoxycarbonyl-6,7-difluoro-2-[N-methyl-N-(b-ethoxycarbonylethyl)amino]quinoline), CC[O-].[Na+] (sodium ethylate), O (water), C(C)(=O)O (acetic acid). Solvent: C(C)O (ethanol), C(C)O (ethanol). Conditions: temperature 20 celsius, time 15 minute. The product is C(C)OC(=O)C1C(C=2C=C3C(=NC2N(C1)C)C=C(C(=C3)F)F)=O (3-ethoxycarbonyl-7,8-difluoro-1-methyl- 4-oxo-1,2,3,4-tetrahydro-benzo[b][1,8]naphthyridine). The yield is 87.0%. RXN SMILES: C(O[C:4]([C:6]1[C:7]([N:18]([CH3:26])[CH2:19][CH2:20][C:21]([O:23][CH2:24][CH3:25])=[O:22])=[N:8][C:9]2[C:14]([CH:15]=1)=[CH:13][C:12]([F:16])=[C:11]([F:17])[CH:10]=2)=[O:5])C.CC[O-].[Na+].C(O)(=O)C.O>C(O)C>[CH2:24]([O:23][C:21]([CH:20]1[CH2:19][N:18]([CH3:26])[C:7]2[N:8]=[C:9]3[CH:10]=[C:11]([F:17])[C:12]([F:16])=[CH:13][C:14]3=[CH:15][C:6]=2[C:4]1=[O:5])=[O:22])[CH3:25] |f:1.2|. Procedure details: A solution of 94 g of 3-ethoxycarbonyl-6,7-difluoro-2-[N-methyl-N-(b-ethoxycarbonylethyl)amino]quinoline in 300 cm3 of absolute ethanol is added in the course of 80 minutes to a solution of 26.6 g of sodium ethylate brought to reflux in 900 cm3 of absolute ethanol. The suspension obtained, still refluxing, is stirred for a further 15 minutes. 38 cm3 of glacial acetic acid are then introduced in the course of 30 minutes. The reaction mixture is stirred for a further 15 minutes and, with the mixtu... Reactants: S(O)(O)(=O)=O (sulfuric acid), C(Cl)C1CO1 (epichlorohydrin), S(O)(O)(=O)=O (sulfuric acid), CCN(CC)C(=O)C1=CC(=CC=C1)C (DETA). Solvent: O (water), O (water). Product: CCN(CC)C(=O)C1=CC(=CC=C1)C.C(Cl)C1CO1 (DETA Epichlorohydrin). As a reaction SMILES: [CH2:1]([CH:3]1[O:5][CH2:4]1)[Cl:2].S(=O)(=O)(O)O.[CH3:11][CH2:12][N:13]([C:16]([C:18]1[CH:23]=[CH:22][CH:21]=[C:20]([CH3:24])[CH:19]=1)=[O:17])[CH2:14][CH3:15]>O>[CH3:11][CH2:12][N:13]([C:16]([C:18]1[CH:23]=[CH:22][CH:21]=[C:20]([CH3:24])[CH:19]=1)=[O:17])[CH2:14][CH3:15].[CH2:1]([CH:3]1[O:5][CH2:4]1)[Cl:2] |f:4.5|. Reported procedure: To prepare the resin, the first portion of water is charged to a clean, dry, glass-lined reactor and the DMG-DETA base prepared as described above is added. The epichlorohydrin is added. The reaction solution is heated to 115°-120° F. Once the batch has reached between Gardner-Holdt "A" and "J", and preferably at "F", the second water and sulfuric acid are added. The preservative is then added. The pH is adjusted to 4.5±0.5 with DETA or sulfuric acid. Starting materials: [Si](C)(C)(C(C)(C)C)OC=1C=C(C=C(C1)O[Si](C)(C)C(C)(C)C)C(=CC=1C=C(C=CC1)CCCCCC(C)(O)C)C (7-(3-{2-[3,5-bis(tert-butyldimethylsilanyloxy)phenyl]propenyl}phenyl)-2-methylheptan-2-ol), [F-].C(CCC)[N+](CCCC)(CCCC)CCCC (tetrabutylammonium fluoride). Run in C1CCOC1 (THF). Product: OC(CCCCCC=1C=C(C=CC1)C=C(C)C=1C=C(C=C(C1)O)O)(C)C (5-{2-[3-(6-Hydroxy-6-methylheptyl)phenyl]-1-methylvinyl}benzene-1,3-diol). Reaction SMILES: [Si]([O:8][C:9]1[CH:10]=[C:11]([C:23]([CH3:40])=[CH:24][C:25]2[CH:26]=[C:27]([CH2:31][CH2:32][CH2:33][CH2:34][CH2:35][C:36]([CH3:39])([OH:38])[CH3:37])[CH:28]=[CH:29][CH:30]=2)[CH:12]=[C:13]([O:15][Si](C(C)(C)C)(C)C)[CH:14]=1)(C(C)(C)C)(C)C.[F-].C([N+](CCCC)(CCCC)CCCC)CCC>C1COCC1>[OH:38][C:36]([CH3:39])([CH3:37])[CH2:35][CH2:34][CH2:33][CH2:32][CH2:31][C:27]1[CH:26]=[C:25]([CH:24]=[C:23]([C:11]2[CH:10]=[C:9]([OH:8])[CH:14]=[C:13]([OH:15])[CH:12]=2)[CH3:40])[CH:30]=[CH:29][CH:28]=1 |f:1.2|. Reported procedure: In a manner similar to Example 3(i), by reacting 402 mg (0.69 mmol) of 7-(3-{2-[3,5-bis(tert-butyldimethylsilanyloxy)phenyl]propenyl}phenyl)-2-methylheptan-2-ol with 1.4 ml of tetrabutylammonium fluoride 1M/THF, after purification on a silica column (ethyl acetate 40-heptane 60), white crystals (m=176 mg; Y=72%) are obtained. m.p. 113-4° C. The reactants are [Cl-].[Al+3].[Cl-].[Cl-] (aluminium chloride), [OH-].[Na+] (sodium hydroxide), NC1=C(C=CC=C1)N1CCOCC1 (4-(2-aminophenyl)morpholine), C(CCC)#N (n-butyronitrile). Product: O1CCN(CC1)C1=C(C=CC=C1)NC(CCC)=N (N-(2-morpholinophenyl)butyramidine). RXN SMILES: [Cl-].[Al+3].[Cl-].[Cl-].[NH2:5][C:6]1[CH:11]=[CH:10][CH:9]=[CH:8][C:7]=1[N:12]1[CH2:17][CH2:16][O:15][CH2:14][CH2:13]1.[C:18](#[N:22])[CH2:19][CH2:20][CH3:21].[OH-].[Na+]>>[O:15]1[CH2:16][CH2:17][N:12]([C:7]2[CH:8]=[CH:9][CH:10]=[CH:11][C:6]=2[NH:5][C:18](=[NH:22])[CH2:19][CH2:20][CH3:21])[CH2:13][CH2:14]1 |f:0.1.2.3,6.7|. Procedure details: Powdered anhydrous aluminium chloride (12 g) was added portion-wise to a stirred slurry of 4-(2-aminophenyl)morpholine (5.34 g) and n-butyronitrile (6 g) at 40°-50° C. The mixture was then heated at 160°-170° C. for 6 hours, allowed to cool and then digested with 40% aqueous sodium hydroxide solution. The solution was extracted with ether and the extract washed with water and brine and dried. Removal of the solvent gave a residue which was crystallised from a 1:1 mixture of ethylacetate and hexa... Starting materials: N1C(CCCC1)C(=O)OCC (Ethyl (2-piperidyl)carboxylate), BrC1=CC=CC(=N1)C=O (6-bromo-2-pyridinecarboxaldehyde). Yields the product BrC1=CC=CC(=N1)CN1C(CCCC1)C(=O)OCC (ethyl 1-[(6-bromopyridin-2-yl)methyl]-piperidine-2-carboxylate). Reaction SMILES: [NH:1]1[CH2:6][CH2:5][CH2:4][CH2:3][CH:2]1[C:7]([O:9][CH2:10][CH3:11])=[O:8].[Br:12][C:13]1[N:18]=[C:17]([CH:19]=O)[CH:16]=[CH:15][CH:14]=1>>[Br:12][C:13]1[N:18]=[C:17]([CH2:19][N:1]2[CH2:6][CH2:5][CH2:4][CH2:3][CH:2]2[C:7]([O:9][CH2:10][CH3:11])=[O:8])[CH:16]=[CH:15][CH:14]=1. Procedure: 13] Ethyl (2-piperidyl)carboxylate (0.92 mL, 5.92 mmol) was added to a solution of 6-bromo-2-pyridinecarboxaldehyde (1.0 g, 5.38 mmol) to give ethyl 1-[(6-bromopyridin-2-yl)methyl]-piperidine-2-carboxylate as a colorless oil). MS m/z: 327.1 (M+H). Calc'd for C14H1gBrN2O2—327.22.